Task: describe an organic reaction: reactants, conditions, products, and yield. Dataset: the Open Reaction Database (ORD), a public repository of structured organic reaction records Starting materials: CCOC(=O)CCc1ccc(OC)c(Br)c1, CO, [K+], [OH-], O. The product is COc1ccc(CCC(=O)O)cc1Br. As a reaction SMILES: [CH2:1]([CH3:2])[O:3][C:4]([CH2:5][CH2:6][c:7]1[cH:8][c:9]([Br:15])[c:10]([O:13][CH3:14])[cH:11][cH:12]1)=[O:16].[CH3:19][OH:20].[K+:18].[OH-:17].[OH2:21]>>[O:3]=[C:4]([CH2:5][CH2:6][c:7]1[cH:8][c:9]([Br:15])[c:10]([O:13][CH3:14])[cH:11][cH:12]1)[OH:16]. Reactants: COC(C=1C(C(=O)OC)=CC(=CC1)NCC=1OC=CC1)=O (4-[(furan-2-ylmethyl)-amino]-phthalic acid dimethyl ester), [OH-].[Na+] (sodium hydroxide). The solvent is C(C)O (ethanol). Conditions: time 2 hour. The product is O1C(=CC=C1)CNC=1C=C(C(C(=O)O)=CC1)C(=O)O (4-[(furan-2-ylmethyl)-amino]-phthalic acid). The yield is 43.9%. Reaction SMILES: C[O:2][C:3](=[O:21])[C:4]1[C:5](=[CH:10][C:11]([NH:14][CH2:15][C:16]2[O:17][CH:18]=[CH:19][CH:20]=2)=[CH:12][CH:13]=1)[C:6]([O:8]C)=[O:7].[OH-].[Na+]>C(O)C>[O:17]1[CH:18]=[CH:19][CH:20]=[C:16]1[CH2:15][NH:14][C:11]1[CH:10]=[C:5]([C:6]([OH:8])=[O:7])[C:4](=[CH:13][CH:12]=1)[C:3]([OH:21])=[O:2] |f:1.2|. Reported procedure: A mixture of 4-[(furan-2-ylmethyl)-amino]-phthalic acid dimethyl ester (1.11 g, 3.84 mmol) and 3N sodium hydroxide (50 mL) in ethanol (100 mL) was refluxed for one hour. The reaction mixture was cooled to room temperature, and the solvent was removed under vacuum. The residue was dissolved in water (100 mL), washed with CH2Cl2 (2×100 mL) and acidified (HCl). The resulting mixture was extracted with ethyl acetate (2×100 mL), and the organic phase was washed with water (2×100 mL), and dried (MgSO4... The reactants are NCc1ccco1, Cc1ccccc1, O=C(Cl)CCl, [Na+], [OH-]. The product is O=C(CCl)NCc1ccco1. RXN SMILES: [CH2:1]([c:2]1[cH:3][cH:4][cH:5][o:6]1)[NH2:7].[CH3:15][c:16]1[cH:17][cH:18][cH:19][cH:20][cH:21]1.[Cl:10][CH2:11][C:12](=[O:13])[Cl:14].[Na+:9].[OH-:8]>>[CH2:1]([c:2]1[cH:3][cH:4][cH:5][o:6]1)[NH:7][C:12]([CH2:11][Cl:10])=[O:13]. Reactants: [OH-].[Na+] (NaOH), OO (H2O2), COC(=O)C1N(CC(C1)=C)C(=O)OC(C)(C)C (4-methylene-pyrrolidine-1,2-dicarboxylic acid 1-tert-butyl ester 2-methyl ester), solution, B1C2CCCC1CCC2 (9-BBN). The solvent is O (water), C1CCOC1 (THF), C1CCOC1 (THF). Conditions: time 2 hour. Product: COC(=O)C1N(CC(C1)CO)C(=O)OC(C)(C)C (4-Hydroxymethyl-pyrrolidine-1,2-dicarboxylic acid 1-tert-butyl ester 2-methyl ester). Reaction SMILES: [CH3:1][O:2][C:3]([CH:5]1[CH2:9][C:8](=[CH2:10])[CH2:7][N:6]1[C:11]([O:13][C:14]([CH3:17])([CH3:16])[CH3:15])=[O:12])=[O:4].B1C2CCCC1CCC2.[OH-:27].[Na+].OO>C1COCC1.O>[CH3:1][O:2][C:3]([CH:5]1[CH2:9][CH:8]([CH2:10][OH:27])[CH2:7][N:6]1[C:11]([O:13][C:14]([CH3:17])([CH3:16])[CH3:15])=[O:12])=[O:4] |f:2.3|. Reported procedure: To a solution of 4-methylene-pyrrolidine-1,2-dicarboxylic acid 1-tert-butyl ester 2-methyl ester (1g, 4.149 mmol) in THF (25 ml), 0.5 M solution of 9-BBN in THF (9.8 ml, 4.979 mmol) was added at 0° C. and stirred for 2 hrs at room temperature. The reaction mixture was cooled to 0° C., and then 2N NaOH (2.43 ml, 4.979 mmol) and 30% H2O2 (1.6 ml, 14.93 mmol) were added. The reaction mixture was stirred at room temperature for 4 hr and later it was poured into water. The mixture was extracted with ... Product: ClC=1C=C2C(C(N(C2=CC1)C(=O)N)=O)C(C1=CC(=CS1)OC)=O (5-Chloro-3-(4-methoxy-2-thenoyl)-2-oxindole-1-carboxamide). Reagents/catalysts: CN(C)C1=CC=NC=C1 (4-(N,N-dimethylamino)pyridine). Solvent: S(=O)(Cl)Cl (thionyl chloride). Procedure: The title compound was prepared according to the procedure of Example 32. A 1.30 g (8.22 mmoles) sample of 4-methoxy-2-thiophenecarboxylic acid (prepared according to Gronowitz, S., Arkiv. for Kemi. 12:239 (1958)) was converted to 1.19 g of pure acid chloride (b.p. 58°-60° C., 0.03 mm) with 10 ml of thionyl chloride. The acid chloride was coupled to 1.18 g (5.61 mmoles) of 5-chloro-2-oxindole-1-carboxamide in the presence of 1.73 g (14.15 mmoles) 4-(N,N-dimethylamino)pyridine to give 1.88 g of c... Reaction SMILES: [CH3:1][O:2][C:3]1[CH:4]=[C:5]([C:8]([OH:10])=O)[S:6][CH:7]=1.[Cl:11][C:12]1[CH:13]=[C:14]2[C:18](=[CH:19][CH:20]=1)[N:17]([C:21]([NH2:23])=[O:22])[C:16](=[O:24])[CH2:15]2>CN(C1C=CN=CC=1)C.S(Cl)(Cl)=O>[Cl:11][C:12]1[CH:13]=[C:14]2[C:18](=[CH:19][CH:20]=1)[N:17]([C:21]([NH2:23])=[O:22])[C:16](=[O:24])[CH:15]2[C:8](=[O:10])[C:5]1[S:6][CH:7]=[C:3]([O:2][CH3:1])[CH:4]=1. The reactants are COC=1C=C(SC1)C(=O)O (4-methoxy-2-thiophenecarboxylic acid), ClC=1C=C2CC(N(C2=CC1)C(=O)N)=O (5-chloro-2-oxindole-1-carboxamide), acid chloride, acid chloride. The reactants are N[C@H](C(=O)O)CC1=CC=C(C=C1)OCCC=1N=C(OC1C)C1=CC=C(C=C1)OC(C)C ((2S)-2-amino-3-(4-{2-[2-(4-isopropoxyphenyl)-5-methyl-1,3-oxazol-4-yl]ethoxy}phenyl)propanoic acid), C(C1=CC=CC=C1)(=O)CC(C)=O (benzoylacetone). The product is C(C)(C)OC1=CC=C(C=C1)C=1OC(=C(N1)CCOC1=CC=C(C=C1)C[C@@H](C(=O)O)N\C(=C/C(C1=CC=CC=C1)=O)\C)C ((2S)-3-(4-{2-[2-(4-isopropoxyphenyl)-5-methyl-1,3-oxazol-4-yl]ethoxy}phenyl)-2-{[(Z)-1-methyl-3-oxo-3-phenyl-1-propenyl]amino}propanoic acid), Example 44. RXN SMILES: [NH2:1][C@@H:2]([CH2:6][C:7]1[CH:12]=[CH:11][C:10]([O:13][CH2:14][CH2:15][C:16]2[N:17]=[C:18]([C:22]3[CH:27]=[CH:26][C:25]([O:28][CH:29]([CH3:31])[CH3:30])=[CH:24][CH:23]=3)[O:19][C:20]=2[CH3:21])=[CH:9][CH:8]=1)[C:3]([OH:5])=[O:4].[C:32]([CH2:40][C:41](=O)[CH3:42])(=[O:39])[C:33]1[CH:38]=[CH:37][CH:36]=[CH:35][CH:34]=1>>[CH:29]([O:28][C:25]1[CH:24]=[CH:23][C:22]([C:18]2[O:19][C:20]([CH3:21])=[C:16]([CH2:15][CH2:14][O:13][C:10]3[CH:9]=[CH:8][C:7]([CH2:6][C@H:2]([NH:1]/[C:41](/[CH3:42])=[CH:40]\[C:32](=[O:39])[C:33]4[CH:38]=[CH:37][CH:36]=[CH:35][CH:34]=4)[C:3]([OH:5])=[O:4])=[CH:12][CH:11]=3)[N:17]=2)=[CH:27][CH:26]=1)([CH3:31])[CH3:30]. Reported procedure: The title compound was prepared (as described above for the preparation of Example 2) from 75 mg (0.18 mmol) of Intermediate 51 and 32 mg (0.194 mmol) of benzoylacetone to yield 55 mg of Example 44: TLC (DCM/MeOH (4:1): Rf=0.50; 1H NMR (DMSO-d6, 400 MHz) δ11.5 (d, 1H, J=9.0), 7.85 (m, 4H), 7.45 (m, 3H), 7.18 (d, 2H, J=8.4); 7.06 (d, 2H, J=8.8), 6.87 (d, 2H, J=8.5), 5.82 (s, 1H), 4.74 (m, 1H), 4.19 (t, 2H, J=6.6), 4.1 (m, 1H), 3.19 (m, 1H), 2.92 (t, 2H, J=6.6), 2.81 (dd, 1H, J=13.9. 9.1), 2.36 (s... Starting materials: FC1=C(CC=2C=C(C(=O)OC)C=CN2)C=CC(=C1)F (Methyl 2-(2,4-difluorobenzyl)isonicotinate). Reported procedure: Methyl 2-(2,4-difluorobenzyl)isonicotinate (7.011 g, 26.63 mmol) was dissolved in acetic acid (50 mL) and platinum(IV) oxide (0.302 g, 1.33 mmol) added. The resulting mixture was hydrogenated in a Büchi hydrogenator for 4.5 h at room temperature and 5 bar. platinum(IV) oxide (174 mg) was added and the hydrogenation continued at room temperature at 5 bar for 2 h. Additional platinum(IV) oxide (185 mg) was added and the hydrogenation continued at room temperature at 5 bar for 2 h. The catalyst was... RXN SMILES: [F:1][C:2]1[CH:18]=[C:17]([F:19])[CH:16]=[CH:15][C:3]=1[CH2:4][C:5]1[CH:6]=[C:7]([CH:12]=[CH:13][N:14]=1)[C:8]([O:10][CH3:11])=[O:9]>C(O)(=O)C.[Pt](=O)=O>[F:1][C:2]1[CH:18]=[C:17]([F:19])[CH:16]=[CH:15][C:3]=1[CH2:4][CH:5]1[CH2:6][CH:7]([C:8]([O:10][CH3:11])=[O:9])[CH2:12][CH2:13][NH:14]1. Yield: 99.1%. Run at time 4.5 hour. Run in C(C)(=O)O (acetic acid). The product is FC1=C(CC2NCCC(C2)C(=O)OC)C=CC(=C1)F (methyl 2-(2,4-difluorobenzyl)-piperidine-4-carboxylate). Reagents/catalysts: [Pt](=O)=O (platinum(IV) oxide), [Pt](=O)=O (platinum(IV) oxide), [Pt](=O)=O (platinum(IV) oxide). Reactants: Cc1ccccc1, [N-]=[N+]=Nc1cc(Cl)ccc1C(=O)O, O=S(Cl)Cl. Product: [N-]=[N+]=Nc1cc(Cl)ccc1C(=O)Cl. As a reaction SMILES: [CH3:18][c:19]1[cH:20][cH:21][cH:22][cH:23][cH:24]1.[N:1](=[N+:2]=[N-:3])[c:4]1[c:5]([C:6](=[O:7])[OH:8])[cH:9][cH:10][c:11]([Cl:13])[cH:12]1.[S:14]([Cl:15])([Cl:16])=[O:17]>>[N:1](=[N+:2]=[N-:3])[c:4]1[c:5]([C:6](=[O:7])[Cl:16])[cH:9][cH:10][c:11]([Cl:13])[cH:12]1.